From a dataset of the Open Reaction Database (ORD), a public repository of structured organic reaction records. describe an organic reaction: reactants, conditions, products, and yield Starting materials: [Al+3], CCC(=O)Cl, [Cl-], [Cl-], [Cl-], ClCCl, [Na+], [Na+], [Na+], [Na+], O=C([O-])[O-], O=S(=O)([O-])[O-], S=C=S, c1cn2cncc2s1. Product: CCC(=O)c1ncn2ccsc12. Reaction SMILES: [Al+3:2].[C:5]([CH2:6][CH3:7])(=[O:8])[Cl:9].[Cl-:1].[Cl-:3].[Cl-:4].[Cl:34][CH2:35][Cl:36].[Na+:18].[Na+:19].[Na+:24].[Na+:25].[O-:20][C:21](=[O:22])[O-:23].[O-:26][S:27](=[O:28])(=[O:29])[O-:30].[S:31]=[C:32]=[S:33].[s:10]1[c:11]2[n:12]([cH:13][cH:14]1)[cH:15][n:16][cH:17]2>>[C:5]([CH2:6][CH3:7])(=[O:8])[c:17]1[c:11]2[s:10][cH:14][cH:13][n:12]2[cH:15][n:16]1. The reactants are potassium tert.-butylate, CC(C(C)(C)C)=O (pinacolone), alcohol, Cl (hydrochloric acid), C(OCC)(OCC)=O (diethyl carbonate), CN(P(N(C)C)(N(C)C)=O)C (hexamethyl phosphoric acid triamide). Run in O (water). Reaction conditions: temperature 45 celsius, time 1 hour. Yields the product C(C)OC(CC(C(C)(C)C)=O)=O (pivaloyl acetic acid ethyl ester). The yield is 67.0%. RXN SMILES: [C:1](=[O:8])([O:5][CH2:6][CH3:7])OCC.CN(C)P(=O)(N(C)C)N(C)C.[CH3:20][C:21](=[O:26])[C:22]([CH3:25])([CH3:24])[CH3:23].Cl>O>[CH2:6]([O:5][C:1](=[O:8])[CH2:20][C:21](=[O:26])[C:22]([CH3:25])([CH3:24])[CH3:23])[CH3:7]. Procedure: 250 g of potassium-tert.-butylate were suspended in a solution of 480 cc of diethyl carbonate and 100 cc of hexamethyl phosphoric acid triamide, followed by the gradual dropwise addition of 100 g pinacolone at 45° C/normal pressure. On completion of the addition, the mixture was stirred for 1 hour at 45° C and, after cooling, alcohol, water and finally hydrochloric acid carefully added one after the other to the reaction mixture. The reaction mixture was then treated and purified in the same way... The reactants are C(C)(C)(C)O (t-butanol), S(O)(O)(=O)=O (sulfuric acid), CC1=CC=C(C=C1)C=1N=NNN1 (5-(4-methylphenyl)-2H-tetrazole). The solvent is FC(C(=O)O)(F)F (trifluoroacetic acid), C(C)(=O)OCC (ethyl acetate). The product is CC1=CC=C(C=C1)C=1N=NN(N1)C(C)(C)C (5-(4-methylphenyl)-2-(1,1-dimethylethyl)-2H-tetrazole). Reaction SMILES: [CH3:1][C:2]1[CH:7]=[CH:6][C:5]([C:8]2[N:9]=[N:10][NH:11][N:12]=2)=[CH:4][CH:3]=1.[C:13](O)([CH3:16])([CH3:15])[CH3:14].S(=O)(=O)(O)O>FC(F)(F)C(O)=O.C(OCC)(=O)C>[CH3:1][C:2]1[CH:3]=[CH:4][C:5]([C:8]2[N:12]=[N:11][N:10]([C:13]([CH3:16])([CH3:15])[CH3:14])[N:9]=2)=[CH:6][CH:7]=1. Procedure: A solution of 5-(4-methylphenyl)-2H-tetrazole (W. G. Finnegan, R. A. Henry, R. Lofquist J. Am. Chem. Soc. 1958, 80, 3908.) (19.9 g, 0.12 mol), t-butanol (19.5 g, 0.26 mol) and concentrated sulfuric acid (5.84 g, 0.06 mol) in trifluoroacetic acid (122 mL) was stirred at room temperature (3 h) and then diluted with ethyl acetate (250 mL). The mixture was washed sequentially with water (2×50 mL), 10% aqueous sodium hydroxide until washings were basic, water (2×30 mL), and then dried over sodium sul... The reactants are C1(CC1)COC=1C2=C(N(N=C2C=CC1)C)S(=O)(=O)N (4-cyclopropylmethoxy-2-methyl-2H-indazole-3-sulfonamide), Cl (hydrochloric acid). The solvent is C(C)(=O)O (acetic acid). Product: OC=1C2=C(N(N=C2C=CC1)C)S(=O)(=O)N (4-hydroxy-2-methyl-2H-indazole-3-sulfonamide). Isolated yield 69.9%. RXN SMILES: C1(C[O:5][C:6]2[C:7]3[C:11]([CH:12]=[CH:13][CH:14]=2)=[N:10][N:9]([CH3:15])[C:8]=3[S:16]([NH2:19])(=[O:18])=[O:17])CC1.Cl>C(O)(=O)C>[OH:5][C:6]1[C:7]2[C:11]([CH:12]=[CH:13][CH:14]=1)=[N:10][N:9]([CH3:15])[C:8]=2[S:16]([NH2:19])(=[O:18])=[O:17]. Procedure: A mixture comprising 62 g (221 mmol) of 4-cyclopropylmethoxy-2-methyl-2H-indazole-3-sulfonamide, 120 ml of acetic acid and 120 ml of concentrated hydrochloric acid, was stirred at 80° C. for one hour. After concentrating acetic acid.hydrochloric acid, the mixture was poured into ice water. Crystals were collected by filtration and washed with water. Further, the crystals were washed with IPE and dried to obtain 35.1 g (yield: 70%) of the desired product. Melting point: 180°-181° C. The reactants are C(C)OC(CC(N)=N)=O (amidinoacetic acid ethyl ester), [N+](=O)([O-])C=1C=C(C=O)C=CC1 (3-nitrobenzaldehyde), C1(CC(CCC1)=O)=O (cyclohexane-1,3-dione). Yields the product C(C)OC(=O)C1=C(NC=2CCCC(C2C1C1=CC(=CC=C1)[N+](=O)[O-])=O)N (2-amino-4-(3-nitrophenyl)-1,4,5,6,7,8-hexahydro-5-oxoquinoline-3-carboxylic acid ethyl ester), alcohol DMF. The yield is 61.0%. RXN SMILES: [N+:1]([C:4]1[CH:5]=[C:6]([CH:9]=[CH:10][CH:11]=1)[CH:7]=O)([O-:3])=[O:2].[C:12]1(=[O:19])[CH2:17][CH2:16][CH2:15][C:14](=O)[CH2:13]1.[CH2:20]([O:22][C:23](=[O:28])[CH2:24][C:25](=[NH:27])[NH2:26])[CH3:21]>>[CH2:20]([O:22][C:23]([C:24]1[CH:7]([C:6]2[CH:9]=[CH:10][CH:11]=[C:4]([N+:1]([O-:3])=[O:2])[CH:5]=2)[C:13]2[C:12](=[O:19])[CH2:17][CH2:16][CH2:15][C:14]=2[NH:26][C:25]=1[NH2:27])=[O:28])[CH3:21]. Reported procedure: Upon boiling a solution of 7.6 g of 3-nitrobenzaldehyde, 5.6 g of cyclohexane-1,3-dione and 6.5 g of amidinoacetic acid ethyl ester for 1 hour, 2-amino-4-(3-nitrophenyl)-1,4,5,6,7,8-hexahydro-5-oxoquinoline-3-carboxylic acid ethyl ester of melting point >260°C is obtained (alcohol/DMF). Starting materials: C#C[Si](C)(C)C, [I-], CC(C)(C#N)c1ncccc1I, Cl[Pd]Cl, c1ccc(P(c2ccccc2)c2ccccc2)cc1, c1ccc(P(c2ccccc2)c2ccccc2)cc1. The product is CC(C)(C#N)c1ncccc1C#C[Si](C)(C)C. Reaction SMILES: [C:14](#[CH:15])[Si:16]([CH3:17])([CH3:18])[CH3:19].[I-:13].[I:1][c:2]1[c:3]([C:8]([C:9]#[N:10])([CH3:11])[CH3:12])[n:4][cH:5][cH:6][cH:7]1.[Pd:20]([Cl:21])[Cl:22].[c:23]1([P:24]([c:25]2[cH:26][cH:27][cH:28][cH:29][cH:30]2)[c:31]2[cH:32][cH:33][cH:34][cH:35][cH:36]2)[cH:37][cH:38][cH:39][cH:40][cH:41]1.[c:42]1([P:43]([c:44]2[cH:45][cH:46][cH:47][cH:48][cH:49]2)[c:50]2[cH:51][cH:52][cH:53][cH:54][cH:55]2)[cH:56][cH:57][cH:58][cH:59][cH:60]1>>[c:2]1([C:15]#[C:14][Si:16]([CH3:17])([CH3:18])[CH3:19])[c:3]([C:8]([C:9]#[N:10])([CH3:11])[CH3:12])[n:4][cH:5][cH:6][cH:7]1. Reactants: C[C@@]12[C@H]([C@@H](C[C@H]1[C@H]1CCC=3C=C(C=C(C3[C@H]1CC2)O)O)O)O (8α-estra-1,3,5(10)-triene-1,3,16α,17β-tetrol), CS(=O)(=O)Cl (methanesulfonic acid chloride), ice water. The solvent is N1=CC=CC=C1 (pyridine). The product is S(=O)(=O)(C)OC1=CC(=CC=2CC[C@@H]3[C@@H]4C[C@H]([C@@H]([C@@]4(C)CC[C@@H]3C12)OS(=O)(=O)C)OS(=O)(=O)C)OS(=O)(=O)C (rac.-1,3,16α,17β-tetrakis(mesyloxy)-8α-estra-1,3,5(10)-triene). RXN SMILES: [CH3:1][C@:2]12[CH2:18][CH2:17][C@H:16]3[C@H:7]([CH2:8][CH2:9][C:10]4[CH:11]=[C:12]([OH:20])[CH:13]=[C:14]([OH:19])[C:15]=43)[C@@H:6]1[CH2:5][C@@H:4]([OH:21])[C@@H:3]2[OH:22].[CH3:23][S:24](Cl)(=[O:26])=[O:25]>N1C=CC=CC=1>[S:24]([O:19][C:14]1[C:15]2[C@@H:16]3[C@@H:7]([C@H:6]4[C@@:2]([CH2:18][CH2:17]3)([CH3:1])[C@@H:3]([O:22][S:24]([CH3:23])(=[O:26])=[O:25])[C@H:4]([O:21][S:24]([CH3:23])(=[O:26])=[O:25])[CH2:5]4)[CH2:8][CH2:9][C:10]=2[CH:11]=[C:12]([O:20][S:24]([CH3:23])(=[O:26])=[O:25])[CH:13]=1)([CH3:23])(=[O:26])=[O:25]. Procedure details: A solution of 400 mg. of 8α-estra-1,3,5(10)-triene-1,3,16α,17β-tetrol in 5 ml. of pyridine is combined at 0° C. with 2 ml. of methanesulfonic acid chloride, and the mixture is agitated for 3 days at 0°-10° C. Thereafter, the mixture is introduced into ice water (acidified with HCl), filtered off, and the residue dissolved in methylene chloride. After purification by chromatography on SiO2, 220 mg. of rac.-1,3,16α,17β-tetrakis(mesyloxy)-8α-estra-1,3,5(10)-triene is obtained.